From a dataset of the Open Reaction Database (ORD), a public repository of structured organic reaction records. describe an organic reaction: reactants, conditions, products, and yield Starting materials: CCO, COn1c(=O)c(-c2ccc([N+](=O)[O-])cc2Cl)cc2cnc(NCCN(C)C)nc21, Cl, [Fe]. The product is COn1c(=O)c(-c2ccc(N)cc2Cl)cc2cnc(NCCN(C)C)nc21. RXN SMILES: [CH3:30][CH2:31][OH:32].[Cl:1][c:2]1[c:3](-[c:11]2[cH:12][c:13]3[c:14]([n:15][c:16]([NH:19][CH2:20][CH2:21][N:22]([CH3:23])[CH3:24])[n:17][cH:18]3)[n:25]([O:28][CH3:29])[c:26]2=[O:27])[cH:4][cH:5][c:6]([N+:8]([O-:9])=[O:10])[cH:7]1.[ClH:33].[Fe:34]>>[Cl:1][c:2]1[c:3](-[c:11]2[cH:12][c:13]3[c:14]([n:15][c:16]([NH:19][CH2:20][CH2:21][N:22]([CH3:23])[CH3:24])[n:17][cH:18]3)[n:25]([O:28][CH3:29])[c:26]2=[O:27])[cH:4][cH:5][c:6]([NH2:8])[cH:7]1. Reactants: NN, CCOC(=O)c1cnc(-c2ccccc2)nc1Cl. The product is CCOC(=O)c1cnc(-c2ccccc2)nc1NN. As a reaction SMILES: [NH2:19][NH2:20].[c:1]1(-[c:7]2[n:8][cH:9][c:10]([C:14](=[O:15])[O:16][CH2:17][CH3:18])[c:11]([Cl:13])[n:12]2)[cH:2][cH:3][cH:4][cH:5][cH:6]1>>[c:1]1(-[c:7]2[n:8][cH:9][c:10]([C:14](=[O:15])[O:16][CH2:17][CH3:18])[c:11]([NH:19][NH2:20])[n:12]2)[cH:2][cH:3][cH:4][cH:5][cH:6]1.